From a dataset of the Open Reaction Database (ORD), a public repository of structured organic reaction records. describe an organic reaction: reactants, conditions, products, and yield Reported procedure: The title compound was prepared from 2-dimethylaminomethylene-5-p-tolyl-cyclohexane-1,3-dione (484 mg, 1.77 mmol) from stage 1, guanidine hydrochloride (784 mg, 8.26 mmol) and sodium carbonate (1.31 g, 12.39 mmol), following the procedure described for the synthesis of 2-amino-7-(4-chloro-phenyl)-7,8-dihydro-6H-quinazolin-5-one (example 2/a stage 2) except that the mixture was heated at reflux for 24 h. As a reaction SMILES: CN([CH:4]=[C:5]1[C:10](=[O:11])[CH2:9][CH:8]([C:12]2[CH:17]=[CH:16][C:15]([CH3:18])=[CH:14][CH:13]=2)[CH2:7][C:6]1=O)C.Cl.[NH2:21][C:22]([NH2:24])=[NH:23].C(=O)([O-])[O-].[Na+].[Na+].NC1N=CC2C(=O)CC(C3C=CC(Cl)=CC=3)CC=2N=1>>[NH2:23][C:22]1[N:24]=[CH:4][C:5]2[C:10](=[O:11])[CH2:9][CH:8]([C:12]3[CH:17]=[CH:16][C:15]([CH3:18])=[CH:14][CH:13]=3)[CH2:7][C:6]=2[N:21]=1 |f:1.2,3.4.5|. Starting materials: NC1=NC=2CC(CC(C2C=N1)=O)C1=CC=C(C=C1)Cl (2-amino-7-(4-chloro-phenyl)-7,8-dihydro-6H-quinazolin-5-one), CN(C)C=C1C(CC(CC1=O)C1=CC=C(C=C1)C)=O (2-dimethylaminomethylene-5-p-tolyl-cyclohexane-1,3-dione), Cl.NC(=N)N (guanidine hydrochloride), C([O-])([O-])=O.[Na+].[Na+] (sodium carbonate). Yields the product NC1=NC=2CC(CC(C2C=N1)=O)C1=CC=C(C=C1)C (2-Amino-7-p-tolyl-7,8-dihydro-6H-quinazolin-5-one). Reactants: O=C([O-])[O-], CN1CCNCC1, CN(C)C=O, NC(=O)c1sc(-n2cnc3ccc(OCCCl)cc32)nc1-c1cccc(Cl)c1, [I-], [K+], [K+], [K+]. Yields the product CN1CCN(CCOc2ccc3ncn(-c4nc(-c5cccc(Cl)c5)c(C(N)=O)s4)c3c2)CC1. RXN SMILES: [C:29](=[O:30])([O-:31])[O-:32].[CH3:37][N:38]1[CH2:39][CH2:40][NH:41][CH2:42][CH2:43]1.[CH3:44][N:45]([CH3:46])[CH:47]=[O:48].[Cl:1][CH2:2][CH2:3][O:4][c:5]1[cH:6][cH:7][c:8]2[c:9]([n:10](-[c:13]3[s:14][c:15]([C:25](=[O:26])[NH2:27])[c:16](-[c:18]4[cH:19][c:20]([Cl:24])[cH:21][cH:22][cH:23]4)[n:17]3)[cH:11][n:12]2)[cH:28]1.[I-:36].[K+:33].[K+:34].[K+:35]>>[CH2:2]([CH2:3][O:4][c:5]1[cH:6][cH:7][c:8]2[c:9]([n:10](-[c:13]3[s:14][c:15]([C:25](=[O:26])[NH2:27])[c:16](-[c:18]4[cH:19][c:20]([Cl:24])[cH:21][cH:22][cH:23]4)[n:17]3)[cH:11][n:12]2)[cH:28]1)[N:41]1[CH2:40][CH2:39][N:38]([CH3:37])[CH2:43][CH2:42]1. Starting materials: COc1ccccc1Br, CCN(CC)C(=O)c1ccc(C=O)cc1, [Cl-], [Mg], [NH4+], C1CCOC1. Product: CCN(CC)C(=O)c1ccc(C(O)c2ccccc2OC)cc1. Reaction SMILES: [Br:1][c:2]1[c:3]([O:8][CH3:9])[cH:4][cH:5][cH:6][cH:7]1.[CH2:11]([CH3:12])[N:13]([C:14](=[O:15])[c:16]1[cH:17][cH:18][c:19]([CH:20]=[O:21])[cH:22][cH:23]1)[CH2:24][CH3:25].[Cl-:26].[Mg:10].[NH4+:27].[O:28]1[CH2:29][CH2:30][CH2:31][CH2:32]1>>[c:2]1([CH:20]([c:19]2[cH:18][cH:17][c:16]([C:14]([N:13]([CH2:11][CH3:12])[CH2:24][CH3:25])=[O:15])[cH:23][cH:22]2)[OH:21])[c:3]([O:8][CH3:9])[cH:4][cH:5][cH:6][cH:7]1. Starting materials: OC1=C(C(=CC(=C1OC)OC)C)CCCCCCCCCCCCCCCCCCCCCC(=O)O (22-(2-hydroxy-3,4-dimethoxy-6-methylphenyl)docosanoic acid), bis(salicylidene)ethylenediiminocobalt(II), CN(C=O)C (N,N-dimethylformamide). Solvent: O=O (oxygen). Product: C(=O)(O)CCCCCCCCCCCCCCCCCCCCCC1=C(C(C(=C(C1=O)OC)OC)=O)C (6-(21-carboxyheneicosyl)-2,3-dimethoxy-5-methyl-1,4-benzoquinone). As a reaction SMILES: [OH:1][C:2]1[C:7]([O:8][CH3:9])=[C:6]([O:10][CH3:11])[CH:5]=[C:4]([CH3:12])[C:3]=1[CH2:13][CH2:14][CH2:15][CH2:16][CH2:17][CH2:18][CH2:19][CH2:20][CH2:21][CH2:22][CH2:23][CH2:24][CH2:25][CH2:26][CH2:27][CH2:28][CH2:29][CH2:30][CH2:31][CH2:32][CH2:33][C:34]([OH:36])=[O:35].CN(C)C=[O:40]>O=O>[C:34]([CH2:33][CH2:32][CH2:31][CH2:30][CH2:29][CH2:28][CH2:27][CH2:26][CH2:25][CH2:24][CH2:23][CH2:22][CH2:21][CH2:20][CH2:19][CH2:18][CH2:17][CH2:16][CH2:15][CH2:14][CH2:13][C:3]1[C:2](=[O:1])[C:7]([O:8][CH3:9])=[C:6]([O:10][CH3:11])[C:5](=[O:40])[C:4]=1[CH3:12])([OH:36])=[O:35]. Procedure details: To a solution of 300 mg of 22-(2-hydroxy-3,4-dimethoxy-6-methylphenyl)docosanoic acid (IV:n=21, R=H) in 20 ml of N,N-dimethylformamide is added 50 mg of bis(salicylidene)ethylenediiminocobalt(II) and the mixture is stirred in oxygen gas stream at room temperature for 24 hours. The insolubles are filtered off and the filtrate is concentrated under reduced pressure. The residue is dissolved in ethyl acetate, washed with water and dried. The solvent is distilled off and the residue is dissolved in ... Reactants: ClCC(C)(O)C1=NC2=C(N1CC)C=C(C(=C2)Cl)Cl (1-chloro-2-(5,6-dichloro-1-ethyl-1H-benzoimidazol-2-yl)-propan-2-ol), FC(CS)(F)F (2,2,2-trifluoroethanethiol), C[O-].[Na+] (sodium methoxide). The solvent is CO (methanol). Conditions: time 8 hour. The product is ClC1=CC2=C(N(C(=N2)C(CSCC(F)(F)F)(C)O)CC)C=C1Cl (2-(5,6-Dichloro-1-ethyl-1H-benzoimidazol-2-yl)-1-(2,2,2-trifluoro-ethylsulfanyl)-propan-2-ol). Reaction SMILES: Cl[CH2:2][C:3]([C:6]1[N:10]([CH2:11][CH3:12])[C:9]2[CH:13]=[C:14]([Cl:18])[C:15]([Cl:17])=[CH:16][C:8]=2[N:7]=1)([OH:5])[CH3:4].[F:19][C:20]([F:24])([F:23])[CH2:21][SH:22].C[O-].[Na+]>CO>[Cl:17][C:15]1[C:14]([Cl:18])=[CH:13][C:9]2[N:10]([CH2:11][CH3:12])[C:6]([C:3]([OH:5])([CH3:4])[CH2:2][S:22][CH2:21][C:20]([F:24])([F:23])[F:19])=[N:7][C:8]=2[CH:16]=1 |f:2.3|. Reported procedure: To 1-chloro-2-(5,6-dichloro-1-ethyl-1H-benzoimidazol-2-yl)-propan-2-ol (249 mg) in methanol (5 mL) at room temperature was added a solution of 2,2,2-trifluoroethanethiol (109 mg) and sodium methoxide (0.222 mls of 25 wt % in MeOH). The resulting mixture was then stirred at room temperature overnight. The reaction mixture was concentrated. The crude product was purified by flash chromatography (10%-40% EtOAc/hexanes) to yield the title compound as a brown solid. The reagents and catalysts are [Pd].C1(=CC=CC=C1)P(C1=CC=CC=C1)C1=CC=CC=C1.C1(=CC=CC=C1)P(C1=CC=CC=C1)C1=CC=CC=C1.C1(=CC=CC=C1)P(C1=CC=CC=C1)C1=CC=CC=C1.C1(=CC=CC=C1)P(C1=CC=CC=C1)C1=CC=CC=C1 (tetrakis(triphenylphosphine) palladium(0)). Reaction SMILES: [C:1]([O:5][C:6]([N:8]1[CH2:13][CH2:12][CH:11]([NH:14][C:15]2[N:20]=[CH:19][C:18](Br)=[CH:17][N:16]=2)[CH2:10][CH2:9]1)=[O:7])([CH3:4])([CH3:3])[CH3:2].B(O)(O)[C:23]1[CH:28]=[CH:27][CH:26]=[N:25][CH:24]=1.C(=O)([O-])[O-].[Na+].[Na+]>C(COC)OC.[Pd].C1(P(C2C=CC=CC=2)C2C=CC=CC=2)C=CC=CC=1.C1(P(C2C=CC=CC=2)C2C=CC=CC=2)C=CC=CC=1.C1(P(C2C=CC=CC=2)C2C=CC=CC=2)C=CC=CC=1.C1(P(C2C=CC=CC=2)C2C=CC=CC=2)C=CC=CC=1>[C:1]([O:5][C:6]([N:8]1[CH2:13][CH2:12][CH:11]([NH:14][C:15]2[N:20]=[CH:19][C:18]([C:23]3[CH:24]=[N:25][CH:26]=[CH:27][CH:28]=3)=[CH:17][N:16]=2)[CH2:10][CH2:9]1)=[O:7])([CH3:4])([CH3:3])[CH3:2] |f:2.3.4,6.7.8.9.10|. The product is C(C)(C)(C)OC(=O)N1CCC(CC1)NC1=NC=C(C=N1)C=1C=NC=CC1 (4-(5-Pyridin-3-yl-pyrimidin-2-ylamino)-piperidine-1-carboxylic acid tert-butyl ester). Procedure details: To a degassed solution of 4-(5-bromo-pyrimidin-2-ylamino)-piperidine-1-carboxylic acid tert-butyl ester (0.87 g, 2.44 mmol, 1.0 equiv) in dimethoxyethane (10 mL) was added pyridyl-3-boronic acid (0.60 g, 4.87 mmol, 2.0 equiv; commercially available), tetrakis(triphenylphosphine) palladium(0) (84.6 mg, 0.07 mmol, 0.03 equiv) and an aqueous solution of 2 M sodium carbonate (5.6 mL) and the reaction mixture heated by microwave irradiation under Ar to 130° C. for 30 min. The crude reaction mixture w... The solvent is C(OC)COC (dimethoxyethane). The reactants are C([O-])([O-])=O.[Na+].[Na+] (sodium carbonate), C(C)(C)(C)OC(=O)N1CCC(CC1)NC1=NC=C(C=N1)Br (4-(5-bromo-pyrimidin-2-ylamino)-piperidine-1-carboxylic acid tert-butyl ester), B(C1=CN=CC=C1)(O)O (pyridyl-3-boronic acid). Starting materials: Ethyl polyphosphate, FC(C=1C=C(C=CC1)NC(=S)N)(F)F (3-Trifluoromethylphenyl thiourea), C(#N)C1=CC=C(C=O)C=C1 (4-cyanobenzaldehyde), C(CC(=O)C)(=O)OC (methyl acetoacetate). Solvent: C1CCOC1 (THF). The product is C(#N)C1=CC=C(C=C1)C1NC(N(C(=C1C(=O)OC)C)C1=CC(=CC=C1)C(F)(F)F)=S (Methyl 4-(4-cyanophenyl)-6-methyl-2-thioxo-1-[3-(trifluoromethyl)phenyl]-1,2,3,4-tetrahydro-5-pyrimidinecarboxylate). As a reaction SMILES: [F:1][C:2]([F:14])([F:13])[C:3]1[CH:4]=[C:5]([NH:9][C:10]([NH2:12])=[S:11])[CH:6]=[CH:7][CH:8]=1.[C:15]([C:17]1[CH:24]=[CH:23][C:20]([CH:21]=O)=[CH:19][CH:18]=1)#[N:16].[C:25]([O:31][CH3:32])(=[O:30])[CH2:26][C:27]([CH3:29])=O>C1COCC1>[C:15]([C:17]1[CH:24]=[CH:23][C:20]([CH:21]2[C:26]([C:25]([O:31][CH3:32])=[O:30])=[C:27]([CH3:29])[N:9]([C:5]3[CH:6]=[CH:7][CH:8]=[C:3]([C:2]([F:1])([F:13])[F:14])[CH:4]=3)[C:10](=[S:11])[NH:12]2)=[CH:19][CH:18]=1)#[N:16]. Procedure details: 3-Trifluoromethylphenyl thiourea (200 mg, 0.91 mmol), 4-cyanobenzaldehyde (238.2 mg, 1.82 mmol) and methyl acetoacetate (211 mg, 1.82 mmol) are dissolved in 5 ml THF. Ethyl polyphosphate (0.30 g) is added and the reaction mixture is stirred at reflux temperature overnight. After cooling to room temperature, the reaction is quenched with 10 ml of water and extracted with 10 ml ethyl acetate (2×). The combined organic layers are dried with sodium sulfate and the solvent is removed in vacuo. The pr... Isolated yield 53.4%. Solvent: ClCCCl (DCE). Starting materials: C(C)C1=NC2=C(N1C1=NC(=C3N=C(N(C3=N1)C)C=O)N1CCOCC1)C=CC=C2 (2-(2-ethylbenzoimidazol-1-yl)-9-methyl-6-morpholin-4-yl-9H-purine-8-carbaldehyde), FC1CN(C1)C1CNC1 (3-fluoro-[1,3′]biazetidinyl), COC(OC)OC (trimethoxymethane), C(C)(=O)O (acetic acid), C(C)(=O)O[BH-](OC(C)=O)OC(C)=O.[Na+] (Sodium triacetoxyborohydride). Run at time 5 hour. The product is C(C)C1=NC2=C(N1C1=NC(=C3N=C(N(C3=N1)C)CN1CC(C1)N1CC(C1)F)N1CCOCC1)C=CC=C2 (4-(2-(2-ethyl-1H-benzo[d]imidazol-1-yl)-8-((3-fluoro-1,3′-biazetidin-1′-yl)methyl)-9-methyl-9H-purin-6-yl)morpholine). RXN SMILES: [CH2:1]([C:3]1[N:7]([C:8]2[N:16]=[C:15]3[C:11]([N:12]=[C:13]([CH:18]=O)[N:14]3[CH3:17])=[C:10]([N:20]3[CH2:25][CH2:24][O:23][CH2:22][CH2:21]3)[N:9]=2)[C:6]2[CH:26]=[CH:27][CH:28]=[CH:29][C:5]=2[N:4]=1)[CH3:2].[F:30][CH:31]1[CH2:34][N:33]([CH:35]2[CH2:38][NH:37][CH2:36]2)[CH2:32]1.COC(OC)OC.C(O)(=O)C.C(O[BH-](OC(=O)C)OC(=O)C)(=O)C.[Na+]>ClCCCl>[CH2:1]([C:3]1[N:7]([C:8]2[N:16]=[C:15]3[C:11]([N:12]=[C:13]([CH2:18][N:37]4[CH2:38][CH:35]([N:33]5[CH2:34][CH:31]([F:30])[CH2:32]5)[CH2:36]4)[N:14]3[CH3:17])=[C:10]([N:20]3[CH2:21][CH2:22][O:23][CH2:24][CH2:25]3)[N:9]=2)[C:6]2[CH:26]=[CH:27][CH:28]=[CH:29][C:5]=2[N:4]=1)[CH3:2] |f:4.5|. Reported procedure: A mixture of 2-(2-ethylbenzoimidazol-1-yl)-9-methyl-6-morpholin-4-yl-9H-purine-8-carbaldehyde (0.079 g, 0.20 mmol), 3-fluoro-[1,3′]biazetidinyl (0.029 g, 0.22 mmol) in DCE (3 mL), trimethoxymethane (0.22 mL, 2 mmol) and acetic acid (0.012 mL, 0.2 mmol) was stirred for 5 h at room temperature. Sodium triacetoxyborohydride (0.065 g, 0.30 mmol) was added and the reaction mixture was stirred for 18 h at room temperature. The reaction mixture was partitioned between DCM and water. The organic layer w...